The task is: describe an organic reaction: reactants, conditions, products, and yield. This data is from the Open Reaction Database (ORD), a public repository of structured organic reaction records. Starting materials: FC(C1=CC=C(C=C1)B(O)O)(F)F (4-(trifluoromethyl)phenylboronic acid), BrC1=CC(=C(C=C1)C(=O)O)F (4-bromo-2-fluorobenzenecarboxylic acid). Reported procedure: Production Example 14 was repeated except that 4-(trifluoromethyl)phenylboronic acid and 4-bromo-2-fluorobenzenecarboxylic acid were used, to provide the title compound as white solid. Product: FC=1C=C(C=CC1C(=O)O)C1=CC=C(C=C1)C(F)(F)F (3-Fluoro-4′-(trifluoromethyl)[1,1′-biphenyl]-4-carboxylic acid). RXN SMILES: [F:1][C:2]([F:13])([F:12])[C:3]1[CH:8]=[CH:7][C:6](B(O)O)=[CH:5][CH:4]=1.Br[C:15]1[CH:20]=[CH:19][C:18]([C:21]([OH:23])=[O:22])=[C:17]([F:24])[CH:16]=1>>[F:24][C:17]1[CH:16]=[C:15]([C:6]2[CH:7]=[CH:8][C:3]([C:2]([F:13])([F:12])[F:1])=[CH:4][CH:5]=2)[CH:20]=[CH:19][C:18]=1[C:21]([OH:23])=[O:22]. Starting materials: C(C1=CC=CC=C1)(C1=CC=CC=C1)N1CC(C1)O (1-benzhydryl-azetidin-3-ol), FC1=CC=C(C=C1)F (1,4-difluorobenzene), [H-].[Na+] (sodium hydride), C(O)([O-])=O.[Na+] (sodium hydrogencarbonate), [H][H] (hydrogen). Solvent: CN(C)C=O (DMF), CN(C)C=O (DMF). Run at time 30 minute. Product: C1(=CC=CC=C1)C(N1CC(C1)OC1=CC=C(C=C1)F)C1=CC=CC=C1 (1-(Diphenylmethyl)-3-(4-fluorophenoxy)azetidine). The yield is 65.1%. Reaction SMILES: [H-].[Na+].[CH:3]([N:16]1[CH2:19][CH:18]([OH:20])[CH2:17]1)([C:10]1[CH:15]=[CH:14][CH:13]=[CH:12][CH:11]=1)[C:4]1[CH:9]=[CH:8][CH:7]=[CH:6][CH:5]=1.[H][H].[F:23][C:24]1[CH:29]=[CH:28][C:27](F)=[CH:26][CH:25]=1.C(=O)([O-])O.[Na+]>CN(C=O)C>[C:4]1([CH:3]([C:10]2[CH:15]=[CH:14][CH:13]=[CH:12][CH:11]=2)[N:16]2[CH2:19][CH:18]([O:20][C:27]3[CH:28]=[CH:29][C:24]([F:23])=[CH:25][CH:26]=3)[CH2:17]2)[CH:5]=[CH:6][CH:7]=[CH:8][CH:9]=1 |f:0.1,5.6|. Procedure: To a stirred suspension of sodium hydride (60% dispersion in mineral oil, 0.80 g, 20 mmol) in anhydrous DMF (10 ml) under nitrogen was added dropwise a solution of 1-benzhydryl-azetidin-3-ol (3.5 g, 15 mmol) in DMF (10 ml)—Care: hydrogen gas evolution! The mixture was stirred 30 min after gas evolution had ceased then 1,4-difluorobenzene (1.8 mL, 18 mmol) was added dropwise. The mixture was heated to 100 C and stirred for 12 h, then cooled to room temperature and poured into aq sodium hydrogenca... The reactants are C1(CC1)NC(C(=CC1=CC=C(C=C1)/C=C/C(=O)OC)C1=CC=C(C=C1)F)=O (methyl 3-(E)(4-(3-(cyclopropylamino)-2-(4-fluorophenyl)-3-oxoprop-1-en-1-yl)phenyl)acrylate), Cl.NO (Hydroxylamine hydrochloride), [OH-].[K+] (KOH). Solvent: C(Cl)Cl (DCM), O (water), CO (methanol), CO (methanol). Reaction conditions: time 30 minute. The product is C1(CC1)NC(C(=CC1=CC=C(C=C1)\C=C\C(=O)NO)C1=CC=C(C=C1)F)=O (N-cyclopropyl-2-(4-fluorophenyl)-3-(4-((E)-3-(hydroxyamino)-3-oxoprop-1-en-1-yl)phenyl)acrylamide). The yield is 28.1%. As a reaction SMILES: Cl.[NH2:2][OH:3].[OH-].[K+].[CH:6]1([NH:9][C:10](=[O:32])[C:11]([C:25]2[CH:30]=[CH:29][C:28]([F:31])=[CH:27][CH:26]=2)=[CH:12][C:13]2[CH:18]=[CH:17][C:16](/[CH:19]=[CH:20]/[C:21](OC)=[O:22])=[CH:15][CH:14]=2)[CH2:8][CH2:7]1>CO.C(Cl)Cl.O>[CH:6]1([NH:9][C:10](=[O:32])[C:11]([C:25]2[CH:30]=[CH:29][C:28]([F:31])=[CH:27][CH:26]=2)=[CH:12][C:13]2[CH:18]=[CH:17][C:16](/[CH:19]=[CH:20]/[C:21]([NH:2][OH:3])=[O:22])=[CH:15][CH:14]=2)[CH2:8][CH2:7]1 |f:0.1,2.3|. Procedure details: Hydroxylamine hydrochloride (0.86 g, 12.3 mmol) in methanol (3 mL) was mixed with KOH (0.69 g, 12.3 mmol) in methanol (3 mL) at 0° C., and sonicated for 2 minutes, the white precipitate formed was filtered. The filtrate was added to methyl 3-(E)(4-(3-(cyclopropylamino)-2-(4-fluorophenyl)-3-oxoprop-1-en-1-yl)phenyl)acrylate (0.25 g, 0.68 mmol) in DCM (1.5 mL) and the mixture was stirred at room temperature, for 30 minutes. The reaction mixture was diluted with water (200 mL) and extracted with et... Reactants: [H][H] (hydrogen), C1C(O1)CO (glycidol), Cl (hydrochloric acid), C(C1=CC=CC=C1)O (Benzyl alcohol), [H-].[Na+] (sodium hydride), CC(=O)C (acetone). The reagents and catalysts are C1(=CC=C(C=C1)S(=O)(=O)O)C (p-toluenesulfonic acid). Run in CN(C)C=O (DMF), C(C)N(CC)CC (triethylamine), CN(C)C=O (DMF). Conditions: temperature 60 celsius. The product is C(C1=CC=CC=C1)OC[C@@H]1OC(OC1)(C)C ((S)-4-benzyloxymethyl-2,2-dimethyl-1,3-dioxolane). Yield: 48.0%. RXN SMILES: [CH2:1]([OH:8])[C:2]1[CH:7]=[CH:6][CH:5]=[CH:4][CH:3]=1.[H-].[Na+].[H][H].[CH2:13]1[O:15][CH:14]1[CH2:16]O.Cl.[CH3:19][C:20]([CH3:22])=[O:21]>C1(C)C=CC(S(O)(=O)=O)=CC=1.C(N(CC)CC)C.CN(C=O)C>[CH2:1]([O:8][CH2:19][C@H:20]1[CH2:22][O:15][C:14]([CH3:16])([CH3:13])[O:21]1)[C:2]1[CH:7]=[CH:6][CH:5]=[CH:4][CH:3]=1 |f:1.2|. Reported procedure: Benzyl alcohol (65.8 g, 0.7 mol) was dropped under ice cooling in a suspension of 60% sodium hydride (11.76 g, 0.31 mol) and DMF (300 ml). After emission of hydrogen gas, therein a DMF solution(30 ml) of glycidol (11.556 g, 0.156 mol) was dropped. The reaction temperature was raised to 60° C. and the mixture was stirred under heating for 2 hours. After completion of the reaction the mixture was cooled on ice bath and neutralized with 6% hydrochloric acid. After removal of water and DMF in vacuo,...